Dataset: the Open Reaction Database (ORD), a public repository of structured organic reaction records. Task: describe an organic reaction: reactants, conditions, products, and yield Reactants: C(C)(C)(C)OC(C(C)(C)O\N=C(/C(=O)N[C@@H]1C(N([C@@H]1CN1C(NCC1)=O)S(=O)(=O)O)=O)\C=1N=C(SC1)NC(=O)OC(C)(C)C)=O ((3S,4R)-3-((Z)-2-(((1-(tert-butoxy)-2-methyl-1-oxopropan-2-yl)oxy)imino)-2-(2-((tert-butoxycarbonyl)amino)thiazol-4-yl)acetamido)-2-oxo-4-((2-oxoimidazolidin-1-yl)methyl)azetidine-1-sulfonic acid), C(=O)(C(F)(F)F)O (TFA). Solvent: C(Cl)Cl (DCM). Product: NC=1SC=C(N1)/C(/C(N[C@@H]1C(N([C@@H]1CN1C(NCC1)=O)S(=O)(=O)O)=O)=O)=N/OC(C(=O)O)(C)C (2-(((Z)-(1-(2-aminothiazol-4-yl)-2-oxo-2-(((3S,4R)-2-oxo-4-((2-oxoimidazolidin-1-yl)methyl)-1-sulfoazetidin-3-yl)amino)ethylidene)amino)oxy)-2-methylpropanoic acid). Yield: 6.3%. RXN SMILES: C([O:5][C:6](=[O:45])[C:7]([O:10]/[N:11]=[C:12](/[C:32]1[N:33]=[C:34]([NH:37]C(OC(C)(C)C)=O)[S:35][CH:36]=1)\[C:13]([NH:15][C@H:16]1[C@@H:19]([CH2:20][N:21]2[CH2:25][CH2:24][NH:23][C:22]2=[O:26])[N:18]([S:27]([OH:30])(=[O:29])=[O:28])[C:17]1=[O:31])=[O:14])([CH3:9])[CH3:8])(C)(C)C.C(O)(C(F)(F)F)=O>C(Cl)Cl>[NH2:37][C:34]1[S:35][CH:36]=[C:32](/[C:12](=[N:11]/[O:10][C:7]([CH3:9])([CH3:8])[C:6]([OH:45])=[O:5])/[C:13](=[O:14])[NH:15][C@H:16]2[C@@H:19]([CH2:20][N:21]3[CH2:25][CH2:24][NH:23][C:22]3=[O:26])[N:18]([S:27]([OH:30])(=[O:29])=[O:28])[C:17]2=[O:31])[N:33]=1. Procedure details: Followed the general procedure for the acid mediated deprotection using (3S,4R)-3-((Z)-2-(((1-(tert-butoxy)-2-methyl-1-oxopropan-2-yl)oxy)imino)-2-(2-((tert-butoxycarbonyl)amino)thiazol-4-yl)acetamido)-2-oxo-4-((2-oxoimidazolidin-1-yl)methyl)azetidine-1-sulfonic acid (99 mg, 0.147 mmol), DCM (1.47 mL) and TFA (566 μl, 7.35 mmol). The crude residue purified by reverse phase prep HPLC (XSelect CSH, 19×100 mm, 5 μm, C18 column; ACN-water with 0.1% formic acid modifier, 24 mL/min), affording the tit... Starting materials: COC(=O)Cc1ccc(OCC(C)NCC(O)c2cccc(Cl)c2)c(Cl)c1, CO, N. Yields the product CC(COc1ccc(CC(N)=O)cc1Cl)NCC(O)c1cccc(Cl)c1. Reaction SMILES: [CH3:1][O:2][C:3](=[O:4])[CH2:5][c:6]1[cH:7][c:8]([Cl:27])[c:9]([O:10][CH2:11][CH:12]([CH3:13])[NH:14][CH2:15][CH:16]([OH:17])[c:18]2[cH:19][c:20]([Cl:24])[cH:21][cH:22][cH:23]2)[cH:25][cH:26]1.[CH3:29][OH:30].[NH3:28]>>[O:2]=[C:3]([CH2:5][c:6]1[cH:7][c:8]([Cl:27])[c:9]([O:10][CH2:11][CH:12]([CH3:13])[NH:14][CH2:15][CH:16]([OH:17])[c:18]2[cH:19][c:20]([Cl:24])[cH:21][cH:22][cH:23]2)[cH:25][cH:26]1)[NH2:28]. Starting materials: N(N)C(=O)[C@H]1N(CC(C1)=NOC)C(=O)OC(C)(C)C (tert-butyl (2S,4EZ)-2-(hydrazinocarbonyl)-4-(methoxyimino)-1-pyrrolidinecarboxylate), N(N)C(=O)[C@H]1N(CC(C1)=NOC)C(=O)OC(C)(C)C (tert-butyl (2S,4EZ)-2-(hydrazinocarbonyl)-4-(methoxyimino)-1-pyrrolidinecarboxylate), C(=S)=S (carbon disulfide), [OH-].[K+] (potassium hydroxide). The solvent is C(C)O (ethanol). Yields the product CON=C1C[C@H](N(C1)C(=O)OC(C)(C)C)C=1OC(NN1)=S (tert-butyl (2S,4EZ)-4-(methoxyimino)-2-(5-thioxo-4,5-dihydro-1,3,4-oxadiazol-2-yl)-1-pyrrolidine-carboxylate). As a reaction SMILES: [NH:1]([C:3]([C@@H:5]1[CH2:9][C:8](=[N:10][O:11][CH3:12])[CH2:7][N:6]1[C:13]([O:15][C:16]([CH3:19])([CH3:18])[CH3:17])=[O:14])=[O:4])[NH2:2].[C:20](=S)=[S:21].[OH-].[K+]>C(O)C>[CH3:12][O:11][N:10]=[C:8]1[CH2:7][N:6]([C:13]([O:15][C:16]([CH3:19])([CH3:18])[CH3:17])=[O:14])[C@H:5]([C:3]2[O:4][C:20](=[S:21])[NH:2][N:1]=2)[CH2:9]1 |f:2.3|. Procedure details: To a solution of tert-butyl (2S,4EZ)-2-(hydrazinocarbonyl)-4-(methoxyimino)-1-pyrrolidinecarboxylate (Intermediate 9, 2.86 mmoles; 780 mg) in ethanol (25 mL) at 0° C. was added carbon disulfide (6.86 mmoles; 522 mg) and potassium hydroxide (3 mmoles; 168 mg). The mixture was refluxed for 7 h. The solvent was evaporated and the residue re-dissolved in EtOAc and washed with NH4Cl sat and 10% NaHCO3 and brine. The organic layer was dried over Na2SO4 and evaporated to give the desired N-protected in... Reactants: O=C([O-])[O-], CCOC(C)=O, COc1ccc(CN(CC2Cc3ccccc3CN2)C(=O)C(C)Cl)c(OC)c1, [Cs+], [Cs+], CN(C)C=O. Product: COc1ccc(CN2CC3Cc4ccccc4CN3C(C)C2=O)c(OC)c1. Reaction SMILES: [C:1](=[O:2])([O-:3])[O-:4].[CH3:35][CH2:36][O:37][C:38]([CH3:39])=[O:40].[CH3:7][O:8][c:9]1[c:10]([CH2:11][N:12]([C:13]([CH:14]([CH3:15])[Cl:16])=[O:17])[CH2:18][CH:19]2[NH:20][CH2:21][c:22]3[cH:23][cH:24][cH:25][cH:26][c:27]3[CH2:28]2)[cH:29][cH:30][c:31]([O:33][CH3:34])[cH:32]1.[Cs+:5].[Cs+:6].[O:41]=[CH:42][N:43]([CH3:44])[CH3:45]>>[CH3:7][O:8][c:9]1[c:10]([CH2:11][N:12]2[C:13](=[O:17])[CH:14]([CH3:15])[N:20]3[CH:19]([CH2:18]2)[CH2:28][c:27]2[c:22]([cH:23][cH:24][cH:25][cH:26]2)[CH2:21]3)[cH:29][cH:30][c:31]([O:33][CH3:34])[cH:32]1.